Dataset: the Open Reaction Database (ORD), a public repository of structured organic reaction records. Task: describe an organic reaction: reactants, conditions, products, and yield The reactants are NCC=1C(=C(C(=CC1)Cl)OC=1C=C(C#N)C=C(C1)C(=C)C)F (3-{[3-(aminomethyl)-6-chloro-2-fluorophenyl]oxy}-5-(1-methylethenyl)benzonitrile), C(CCl)Cl (EDC), ClC=1N=CNC1C(=O)O (4-chloro-1H-imidazole-5-carboxylic acid), CCN(C(C)C)C(C)C (DIPEA). Run in C1CCOC1 (THF). The product is ClC=1N=CNC1C(=O)NCC1=C(C(=C(C=C1)Cl)OC1=CC(=CC(=C1)C(=C)C)C#N)F (4-chloro-N-[(4-chloro-3-{[3-cyano-5-(1-methylethenyl)phenyl]oxy}-2-fluorophenyl)methyl]-1H-imidazole-5-carboxamide). Yield: 13.5%. Reaction SMILES: [NH2:1][CH2:2][C:3]1[C:4]([F:22])=[C:5]([O:10][C:11]2[CH:12]=[C:13]([CH:16]=[C:17]([C:19]([CH3:21])=[CH2:20])[CH:18]=2)[C:14]#[N:15])[C:6]([Cl:9])=[CH:7][CH:8]=1.[Cl:23][C:24]1[N:25]=[CH:26][NH:27][C:28]=1[C:29](O)=[O:30].CCN(C(C)C)C(C)C.C(Cl)CCl>C1COCC1>[Cl:23][C:24]1[N:25]=[CH:26][NH:27][C:28]=1[C:29]([NH:1][CH2:2][C:3]1[CH:8]=[CH:7][C:6]([Cl:9])=[C:5]([O:10][C:11]2[CH:18]=[C:17]([C:19]([CH3:21])=[CH2:20])[CH:16]=[C:13]([C:14]#[N:15])[CH:12]=2)[C:4]=1[F:22])=[O:30]. Reported procedure: 3-{[3-(aminomethyl)-6-chloro-2-fluorophenyl]oxy}-5-(1-methylethenyl)benzonitrile (0.068 g, 0.215 mmol), 4-chloro-1H-imidazole-5-carboxylic acid (0.040 g, 0.273 mmol), and DIPEA (0.075 mL, 0.429 mmol) were combined in THF (6 mL) and treated with EDC (0.082 g, 0.429 mmol) at 50° C. for three days. The reaction mixture was concentrated to dryness and partitioned between EtOAc and brine. The organic phase was isolated, washed with saturated aqueous NaHCO3, dried over MgSO4, filtered and concentrated...